Dataset: the Open Reaction Database (ORD), a public repository of structured organic reaction records. Task: describe an organic reaction: reactants, conditions, products, and yield The reactants are Cc1oc(-c2ccc(N)cc2)nc1-c1ccccc1, O=C(Cl)c1ccc(Cl)cc1Cl, ClCCl, c1ccncc1. Yields the product Cc1oc(-c2ccc(NC(=O)c3ccc(Cl)cc3Cl)cc2)nc1-c1ccccc1. Reaction SMILES: [CH3:1][c:2]1[c:3](-[c:14]2[cH:15][cH:16][cH:17][cH:18][cH:19]2)[n:4][c:5](-[c:7]2[cH:8][cH:9][c:10]([NH2:13])[cH:11][cH:12]2)[o:6]1.[Cl:26][c:27]1[c:28]([C:29](=[O:30])[Cl:31])[cH:32][cH:33][c:34]([Cl:36])[cH:35]1.[Cl:37][CH2:38][Cl:39].[cH:20]1[cH:21][cH:22][n:23][cH:24][cH:25]1>>[CH3:1][c:2]1[c:3](-[c:14]2[cH:15][cH:16][cH:17][cH:18][cH:19]2)[n:4][c:5](-[c:7]2[cH:8][cH:9][c:10]([NH:13][C:29]([c:28]3[c:27]([Cl:26])[cH:35][c:34]([Cl:36])[cH:33][cH:32]3)=[O:30])[cH:11][cH:12]2)[o:6]1. The reactants are BrC=1C=C(SC1C)C(=O)O (4-bromo-5-methylthiophene-2-carboxylic acid), OS(=O)(=O)O (H2SO4), C(=O)(O)[O-].[Na+] (NaHCO3). Solvent: CO (methanol). Run at time 30 minute. Product: BrC=1C=C(SC1C)C(=O)OC (Methyl 4-bromo-5-methylthiophene-2-carboxylate). RXN SMILES: [Br:1][C:2]1[CH:3]=[C:4]([C:8]([OH:10])=[O:9])[S:5][C:6]=1[CH3:7].OS(O)(=O)=O.[C:16]([O-])(O)=O.[Na+]>CO>[Br:1][C:2]1[CH:3]=[C:4]([C:8]([O:10][CH3:16])=[O:9])[S:5][C:6]=1[CH3:7] |f:2.3|. Reported procedure: To a stirred solution of 4-bromo-5-methylthiophene-2-carboxylic acid (45 g, 204 mmol) in methanol (225 mL) was added concentrated H2SO4 (4.0 g, 41 mmol). The reaction mixture was heated to reflux overnight, cooled to room temperature, poured into saturated NaHCO3 (800 mL), and left to stir for 30 min. The precipitate was filtered, washed with water, and dried under high-vacuum to afford the title compound. 1H NMR (500 MHz, CDCl3) δ 7.61 (s, 1H); 3.88 (s, 3H); 2.45 (s, 3H). LRMS (APCI) calc'd for... Starting materials: CO, NN, CC(C)(C)OC(=O)NC1CCC(ON2C(=O)c3ccccc3C2=O)CC1. Product: CC(C)(C)OC(=O)NC1CCC(ON)CC1. Reaction SMILES: [CH3:27][OH:28].[NH2:29][NH2:30].[O:1]=[C:2]1[N:3]([O:12][CH:13]2[CH2:14][CH2:15][CH:16]([NH:19][C:20]([O:21][C:22]([CH3:23])([CH3:24])[CH3:25])=[O:26])[CH2:17][CH2:18]2)[C:10](=[O:11])[c:5]2[c:4]1[cH:9][cH:8][cH:7][cH:6]2>>[NH2:3][O:12][CH:13]1[CH2:14][CH2:15][CH:16]([NH:19][C:20]([O:21][C:22]([CH3:23])([CH3:24])[CH3:25])=[O:26])[CH2:17][CH2:18]1. The reactants are S(O)(O)(=O)=O (sulfuric acid), NC1=CC=C(C=C1)C1=NC(=CC(=N1)C(=O)O)N1[C@H](COCC1)C (2-(4-Aminophenyl)-6-[(3S)-3-methylmorpholin-4-yl]pyrimidine-4-carboxylic acid), CO (methanol), 4A. Run at temperature 80 celsius, time 2 hour. Product: NC1=CC=C(C=C1)C1=NC(=CC(=N1)C(=O)OC)N1[C@H](COCC1)C (Methyl 2-(4-aminophenyl)-6-[(3S)-3-methylmorpholin-4-yl]pyrimidine-4-carboxylate). As a reaction SMILES: [NH2:1][C:2]1[CH:7]=[CH:6][C:5]([C:8]2[N:13]=[C:12]([C:14]([OH:16])=[O:15])[CH:11]=[C:10]([N:17]3[CH2:22][CH2:21][O:20][CH2:19][C@@H:18]3[CH3:23])[N:9]=2)=[CH:4][CH:3]=1.S(=O)(=O)(O)O.[CH3:29]O>>[NH2:1][C:2]1[CH:7]=[CH:6][C:5]([C:8]2[N:13]=[C:12]([C:14]([O:16][CH3:29])=[O:15])[CH:11]=[C:10]([N:17]3[CH2:22][CH2:21][O:20][CH2:19][C@@H:18]3[CH3:23])[N:9]=2)=[CH:4][CH:3]=1. Procedure details: 2-(4-Aminophenyl)-6-[(3S)-3-methylmorpholin-4-yl]pyrimidine-4-carboxylic acid (1.15 g) was dissolved in methanol (15 mL), sulfuric acid (0.01 mL) was added and the reaction was heated at 80° C. for 24 h. A small quantity of activated molecular sieve 4A was added to the reaction and stirred for 2 h. The reaction was filtered, vacuumed to dryness then suspended in ethyl acetate (250 mL) and washed once with a saturated solution of sodium bicarbonate (250 mL). The organic layer was filtered, dried ... The yield is 98.5%. The reactants are ClC=1C(=CC2=C(SC(=C2)C(C)C)C1Cl)OC (6,7-dichloro-2-isopropyl-5-methoxybenzo[b]thiophene), Cl.N1=CC=CC=C1 (pyridine hydrochloride). Procedure: A mixture of 6.00 g of 6,7-dichloro-2-isopropyl-5-methoxybenzo[b]thiophene and 50 g of pyridine hydrochloride, is heated under nitrogen with stirring in a 185° bath for 4.5 hours and at 200° for one hour. The reaction is cooled, triturated with 500 ml of water and extracted with three 150 ml-portions of ether. The combined ether extracts are washed with one 150 ml-portion of 2N hydrochloric acid, two 150 ml-portions of water and one 50 ml-portion of saturated sodium chloride solution and dried o... Reaction SMILES: [Cl:1][C:2]1[C:3]([O:15]C)=[CH:4][C:5]2[CH:9]=[C:8]([CH:10]([CH3:12])[CH3:11])[S:7][C:6]=2[C:13]=1[Cl:14].Cl.N1C=CC=CC=1>>[Cl:1][C:2]1[C:3]([OH:15])=[CH:4][C:5]2[CH:9]=[C:8]([CH:10]([CH3:11])[CH3:12])[S:7][C:6]=2[C:13]=1[Cl:14] |f:1.2|. Conditions: time 4.5 hour. Product: ClC=1C(=CC2=C(SC(=C2)C(C)C)C1Cl)O (6,7-dichloro-5-hydroxy-2-isopropylbenzo[b]thiophene). The reactants are BrC=1C=C2C(=NN(C2=CC1)COCC[Si](C)(C)C)NC1=NC2=C(N1C1CCCCC1)C=CC(=C2)CO ((2-(5-bromo-1-((2-(trimethylsilyl)ethoxy)methyl)-1H-indazol-3-ylamino)-1-cyclohexyl-1H-benzo[d]imidazol-5-yl)methanol), COC1=C(C=NC=C1)B(O)O (4-methoxypyridin-3-ylboronic acid), [1,1′-bis(diphenylphosphino)ferrocene]dichloropalladium(II),complex, ClCCl (dichloromethane), C([O-])([O-])=O.[Na+].[Na+] (sodium carbonate), O1CCOCC1 (1,4-dioxane), resultant mixture. Solvent: O (water). The product is C1(CCCCC1)N1C(=NC2=C1C=CC(=C2)CO)NC2=NN(C1=CC=C(C=C21)C=2C=NC=CC2OC)COCC[Si](C)(C)C ((1-cyclohexyl-2-(5-(4-methoxypyridin-3-yl)-1-((2-(trimethylsilyl)ethoxy)methyl)-1H-indazol-3-ylamino)-1H-benzo[d]imidazol-5-yl)methanol). Yield: 16.9%. Reaction SMILES: Br[C:2]1[CH:3]=[C:4]2[C:8](=[CH:9][CH:10]=1)[N:7]([CH2:11][O:12][CH2:13][CH2:14][Si:15]([CH3:18])([CH3:17])[CH3:16])[N:6]=[C:5]2[NH:19][C:20]1[N:24]([CH:25]2[CH2:30][CH2:29][CH2:28][CH2:27][CH2:26]2)[C:23]2[CH:31]=[CH:32][C:33]([CH2:35][OH:36])=[CH:34][C:22]=2[N:21]=1.[CH3:37][O:38][C:39]1[CH:44]=[CH:43][N:42]=[CH:41][C:40]=1B(O)O.ClCCl.O1CCOCC1.C(=O)([O-])[O-].[Na+].[Na+]>O>[CH:25]1([N:24]2[C:23]3[CH:31]=[CH:32][C:33]([CH2:35][OH:36])=[CH:34][C:22]=3[N:21]=[C:20]2[NH:19][C:5]2[C:4]3[C:8](=[CH:9][CH:10]=[C:2]([C:40]4[CH:41]=[N:42][CH:43]=[CH:44][C:39]=4[O:38][CH3:37])[CH:3]=3)[N:7]([CH2:11][O:12][CH2:13][CH2:14][Si:15]([CH3:17])([CH3:18])[CH3:16])[N:6]=2)[CH2:30][CH2:29][CH2:28][CH2:27][CH2:26]1 |f:4.5.6|. Reported procedure: In a small microwave tube was added (2-(5-bromo-1-((2-(trimethylsilyl)ethoxy)methyl)-1H-indazol-3-ylamino)-1-cyclohexyl-1H-benzo[d]imidazol-5-yl)methanol (164 mg, 0.000287 mol), 4-methoxypyridin-3-ylboronic acid (79.1 mg, 0.000517 mol) and [1,1′-bis(diphenylphosphino)ferrocene]dichloropalladium(II),complex with dichloromethane (1:1) (47 mg, 0.000057 mol). To this mixture was added 1,4-dioxane (4.3 mL, 0.055 mol) and the resultant mixture was stirred under an argon atmosphere. To this mixtrure wa...